The task is: describe an organic reaction: reactants, conditions, products, and yield. This data is from the Open Reaction Database (ORD), a public repository of structured organic reaction records. Reactants: O=C([O-])[O-], CI, [Cs+], [Cs+], COc1c2c(c(NC(C)=O)n(C)c1=O)CCN(Cc1ccc(F)cc1)C2=O, CN(C)C=O. The product is COc1c2c(c(N(C)C(C)=O)n(C)c1=O)CCN(Cc1ccc(F)cc1)C2=O. Reaction SMILES: [C:28](=[O:29])([O-:30])[O-:31].[CH3:34][I:35].[Cs+:32].[Cs+:33].[F:1][c:2]1[cH:3][cH:4][c:5]([CH2:6][N:7]2[C:8](=[O:25])[c:9]3[c:10]([O:23][CH3:24])[c:11](=[O:22])[n:12]([CH3:21])[c:13]([NH:17][C:18]([CH3:19])=[O:20])[c:14]3[CH2:15][CH2:16]2)[cH:26][cH:27]1.[O:36]=[CH:37][N:38]([CH3:39])[CH3:40]>>[F:1][c:2]1[cH:3][cH:4][c:5]([CH2:6][N:7]2[C:8](=[O:25])[c:9]3[c:10]([O:23][CH3:24])[c:11](=[O:22])[n:12]([CH3:21])[c:13]([N:17]([C:18]([CH3:19])=[O:20])[CH3:28])[c:14]3[CH2:15][CH2:16]2)[cH:26][cH:27]1.